From a dataset of the Open Reaction Database (ORD), a public repository of structured organic reaction records. describe an organic reaction: reactants, conditions, products, and yield The reactants are ClC1=C(C=CC=C1)C(N)=N (2-chlorobenzenecarboximidamide), OCC(=O)CO (1,3-dihydroxyacetone), [Cl-].[NH4+] (ammonium chloride), ice water. Solvent: [OH-].[NH4+] (ammonium hydroxide). The product is ClC1=C(C=CC=C1)C=1NC=C(N1)CO ([2-(2-chlorophenyl)-1H-imidazol-4-yl]methanol). RXN SMILES: [Cl:1][C:2]1[CH:7]=[CH:6][CH:5]=[CH:4][C:3]=1[C:8](=[NH:10])[NH2:9].[OH:11][CH2:12][C:13]([CH2:15]O)=O.[Cl-].[NH4+]>[OH-].[NH4+]>[Cl:1][C:2]1[CH:7]=[CH:6][CH:5]=[CH:4][C:3]=1[C:8]1[NH:9][CH:15]=[C:13]([CH2:12][OH:11])[N:10]=1 |f:2.3,4.5|. Procedure: According to literature reference (Huang, Y.; Luedtke, R. R.; Freeman, R. A.; Wu, L.; Mach, R. H. Bioorg. Med. Chem. 2001, 9, 3113–3122), to a mixture of 2-chlorobenzenecarboximidamide (5.4 g, 34.8 mmol), 1,3-dihydroxyacetone dimmer (6.2 g, 34.8 mmol) and ammonium chloride (7.5 g, 139 mmol) is added concentrated ammonium hydroxide (40 mL). The reaction mixture is then heated to reflux for 30 minutes after which time it is cooled to room temperature and poured into a ice/water mixture. This aqueo... The reactants are CO, CCOC(=O)CC1(C)CCc2ccccc21, [Na+], C1CCOC1, [OH-], O. Yields the product CC1(CC(=O)O)CCc2ccccc21. RXN SMILES: [CH3:17][OH:18].[CH3:1][C:2]1([CH2:11][C:12](=[O:13])[O:14][CH2:15][CH3:16])[CH2:3][CH2:4][c:5]2[cH:6][cH:7][cH:8][cH:9][c:10]21.[Na+:20].[O:21]1[CH2:22][CH2:23][CH2:24][CH2:25]1.[OH-:19].[OH2:26]>>[CH3:1][C:2]1([CH2:11][C:12](=[O:13])[OH:14])[CH2:3][CH2:4][c:5]2[cH:6][cH:7][cH:8][cH:9][c:10]21. The reactants are N(=O)[O-].[Na+] (sodium nitrite), NC1=C(C(=O)OC)C=CC(=C1)Cl (methyl 2-amino-4-chlorobenzoate), S(O)(O)(=O)=O (sulfuric acid), C(C=C)(=O)O (acrylic acid). The reagents and catalysts are C/C(=C/C(=O)C)/[O-].C/C(=C/C(=O)C)/[O-].[Pd+2] (palladium acetylacetonate). Solvent: O (water), O (water). Run at time 20 minute. Yields the product ClC1=CC(=C(C(=O)OC)C=C1)C=CC(=O)O (Methyl 4-Chloro-2-(3-hydroxy-3-oxo-1-propenyl)-benzoate). Reaction SMILES: N([O-])=O.[Na+].N[C:6]1[CH:15]=[C:14]([Cl:16])[CH:13]=[CH:12][C:7]=1[C:8]([O:10][CH3:11])=[O:9].S(=O)(=O)(O)O.[C:22]([OH:26])(=[O:25])[CH:23]=[CH2:24]>O.C/C(/[O-])=C/C(C)=O.C/C(/[O-])=C/C(C)=O.[Pd+2]>[Cl:16][C:14]1[CH:13]=[CH:12][C:7]([C:8]([O:10][CH3:11])=[O:9])=[C:6]([CH:24]=[CH:23][C:22]([OH:26])=[O:25])[CH:15]=1 |f:0.1,6.7.8|. Procedure: At 2° C., a solution of 5.96 g of sodium nitrite in 11.3 ml of water is added to a mixture of 14 g of methyl 2-amino-4-chlorobenzoate, 59 ml of water and 14.3 ml of concentrated sulfuric acid. The reaction mixture is subsequently stirred for 20 minutes and then added a little at a time to 6.9 g of acrylic acid, 57 mg of palladium acetylacetonate being added after the first portion. After 4 hours at 40° C., the precipitated solid is filtered off, giving, after washing and drying, 18.5 g of methyl... The reagents and catalysts are [Co+2] (cobalt (II)). Product: OC12CC3(CC(CC(C1)C3)C2)C(=O)O (3-hydroxy-1-adamantanecarboxylic acid). Yield: 38.0%. The reactants are C12(CC3CC(CC(C1)C3)C2)C(=O)O (1-adamantanecarboxylic acid), ON1C(C=2C(C1=O)=CC=CC2)=O (N-hydroxyphthalimide), C12(CC3CC(CC(C1)C3)C2)C(=O)O (1-adamantanecarboxylic acid). Conditions: temperature 75 celsius, time 8 hour. Run in C(C)(=O)O (acetic acid). RXN SMILES: [C:1]12([C:11]([OH:13])=[O:12])[CH2:10][CH:5]3[CH2:6][CH:7]([CH2:9][CH:3]([CH2:4]3)[CH2:2]1)[CH2:8]2.[OH:14]N1C(=O)C2=CC=CC=C2C1=O>[Co+2].C(O)(=O)C>[OH:14][C:3]12[CH2:9][CH:7]3[CH2:6][CH:5]([CH2:10][C:1]([C:11]([OH:13])=[O:12])([CH2:8]3)[CH2:2]1)[CH2:4]2. Procedure: A mixture of 5.07 mol of 1-adamantanecarboxylic acid, 507 mmol of N-hydroxyphthalimide, 5.07 mmol of cobalt (II) acetylacetonato and 12500 ml of acetic acid was stirred at 75° C. under an oxygen atmosphere (1 atm) for 8 hours. The reaction mixture was concentrated, and was subjected to column chromatography on a silica gel (eluent: chloroform/methanol (8/1)), and the obtained purified product was further recrystallized with ethanol/n-hexane to give 3-hydroxy-1-adamantanecarboxylic acid (yield: 3... The reactants are C1CCOC1, COC(=O)C(F)(F)CNC(=O)OCc1ccccc1, CO, [Na+], [OH-]. Product: O=C(NCC(F)(F)C(=O)O)OCc1ccccc1. As a reaction SMILES: [CH2:20]1[O:21][CH2:22][CH2:23][CH2:24]1.[CH3:1][O:2][C:3]([C:4]([CH2:5][NH:6][C:7](=[O:8])[O:9][CH2:10][c:11]1[cH:12][cH:13][cH:14][cH:15][cH:16]1)([F:17])[F:18])=[O:19].[CH3:27][OH:28].[Na+:26].[OH-:25]>>[O:2]=[C:3]([C:4]([CH2:5][NH:6][C:7](=[O:8])[O:9][CH2:10][c:11]1[cH:12][cH:13][cH:14][cH:15][cH:16]1)([F:17])[F:18])[OH:19]. The product is FC1=CC=C(NC(C)C)C=C1 (4-fluoro-N-isopropylaniline). Solvent: O (water), O (water). RXN SMILES: [C:1]1(C)[CH:6]=CC=C[CH:2]=1.[F:8][C:9]1[CH:14]=[CH:13][C:12]([N+:15]([O-])=O)=[CH:11][CH:10]=1.CC(C)=O>[Pt].O>[F:8][C:9]1[CH:14]=[CH:13][C:12]([NH:15][CH:1]([CH3:6])[CH3:2])=[CH:11][CH:10]=1. Run at temperature 42.5 celsius, time 2 hour. The reactants are C1(=CC=CC=C1)C (toluene), FC1=CC=C(C=C1)[N+](=O)[O-] (4-fluoronitrobenzene), CC(=O)C (acetone). Reported procedure: 520 parts of toluene, 423 parts (3 mol) of 4-fluoronitrobenzene, 192 parts (3.3 mol) of acetone and 8 parts of catalyst (5% Pt on charcoal, water-moist, water content 50%) are placed in a hydrogenation autoclave. After the gas space has been flushed three times with each of nitrogen and hydrogen, the mixture is heated to from 80°=0 to 85° C. with stirring and reduced at a hydrogen pressure of from 0.2 to 1.0 MPa. When after about 2 hours the uptake of hydrogen falls sharply, the pressure is rais... The reagents and catalysts are [Pt] (Pt on charcoal).